Dataset: the Open Reaction Database (ORD), a public repository of structured organic reaction records. Task: describe an organic reaction: reactants, conditions, products, and yield Starting materials: CN(C)C=O, N#Cc1ccnc(Cl)c1, Cl, [H-], [Na+], O=C(O)c1cccc(S)c1. Yields the product N#Cc1ccnc(Sc2cccc(C(=O)O)c2)c1. Reaction SMILES: [CH3:23][N:24]([CH3:25])[CH:26]=[O:27].[Cl:13][c:14]1[cH:15][c:16]([C:17]#[N:18])[cH:19][cH:20][n:21]1.[ClH:22].[H-:1].[Na+:2].[SH:3][c:4]1[cH:5][c:6]([C:7](=[O:8])[OH:9])[cH:10][cH:11][cH:12]1>>[S:3]([c:4]1[cH:5][c:6]([C:7](=[O:8])[OH:9])[cH:10][cH:11][cH:12]1)[c:14]1[cH:15][c:16]([C:17]#[N:18])[cH:19][cH:20][n:21]1. Reactants: COc1ccc(-n2nc(C(F)(F)F)c(C)c2-c2ccc(OCCO[Si](C)(C)C(C)(C)C)cc2)cc1, CCO. Yields the product COc1ccc(-n2nc(C(F)(F)F)c(C)c2-c2ccc(OCCO)cc2)cc1. As a reaction SMILES: [C:1]([Si:2]([CH3:3])([CH3:4])[O:6][CH2:7][CH2:8][O:9][c:10]1[cH:11][cH:12][c:13](-[c:16]2[c:17]([CH3:33])[c:18]([C:29]([F:30])([F:31])[F:32])[n:19][n:20]2-[c:21]2[cH:22][cH:23][c:24]([O:27][CH3:28])[cH:25][cH:26]2)[cH:14][cH:15]1)([CH3:5])([CH3:34])[CH3:35].[CH3:36][CH2:37][OH:38]>>[OH:6][CH2:7][CH2:8][O:9][c:10]1[cH:11][cH:12][c:13](-[c:16]2[c:17]([CH3:33])[c:18]([C:29]([F:30])([F:31])[F:32])[n:19][n:20]2-[c:21]2[cH:22][cH:23][c:24]([O:27][CH3:28])[cH:25][cH:26]2)[cH:14][cH:15]1.